This data is from the Open Reaction Database (ORD), a public repository of structured organic reaction records. The task is: describe an organic reaction: reactants, conditions, products, and yield The reactants are O=Cc1ccc(CN(Cc2ncc[nH]2)C(=O)OCc2ccccc2)cc1, C1CCC(N2CCC3(CCNC3)CC2)CC1. Yields the product O=C(OCc1ccccc1)N(Cc1ccc(CN2CCC3(CCN(C4CCCCC4)CC3)C2)cc1)Cc1ncc[nH]1. RXN SMILES: [CH:1](=[O:2])[c:3]1[cH:4][cH:5][c:6]([CH2:7][N:8]([C:9]([O:10][CH2:11][c:12]2[cH:13][cH:14][cH:15][cH:16][cH:17]2)=[O:18])[CH2:19][c:20]2[nH:21][cH:22][cH:23][n:24]2)[cH:25][cH:26]1.[CH:27]1([N:33]2[CH2:34][CH2:35][C:36]3([CH2:37][CH2:38][NH:39][CH2:40]3)[CH2:41][CH2:42]2)[CH2:28][CH2:29][CH2:30][CH2:31][CH2:32]1>>[CH2:1]([c:3]1[cH:4][cH:5][c:6]([CH2:7][N:8]([C:9]([O:10][CH2:11][c:12]2[cH:13][cH:14][cH:15][cH:16][cH:17]2)=[O:18])[CH2:19][c:20]2[nH:21][cH:22][cH:23][n:24]2)[cH:25][cH:26]1)[N:39]1[CH2:38][CH2:37][C:36]2([CH2:35][CH2:34][N:33]([CH:27]3[CH2:28][CH2:29][CH2:30][CH2:31][CH2:32]3)[CH2:42][CH2:41]2)[CH2:40]1. Starting materials: C(C1=CC=CC=C1)OC(CNC([C@H](NC([C@@H](NC(=O)OC(C)(C)C)CC1=CC=C(C=C1)O)=O)CC1=CC=CC=C1)=O)=O (tert.-butoxycarbonyl-L-tyrosyl-D-phenylalanyl-glycine benzyl ester). The reagents and catalysts are [Pd] (palladium-on-carbon). Solvent: CO (methanol). The product is C(C)(C)(C)OC(=O)N[C@@H](CC1=CC=C(C=C1)O)C(=O)N[C@H](CC1=CC=CC=C1)C(=O)NCC(=O)O (tert.-butoxycarbonyl-L-tyrosyl-D-phenylalanyl-glycine). Isolated yield 89.9%. RXN SMILES: C([O:8][C:9](=[O:42])[CH2:10][NH:11][C:12](=[O:41])[C@@H:13]([CH2:34][C:35]1[CH:40]=[CH:39][CH:38]=[CH:37][CH:36]=1)[NH:14][C:15](=[O:33])[C@H:16]([CH2:25][C:26]1[CH:31]=[CH:30][C:29]([OH:32])=[CH:28][CH:27]=1)[NH:17][C:18]([O:20][C:21]([CH3:24])([CH3:23])[CH3:22])=[O:19])C1C=CC=CC=1>CO.[Pd]>[C:21]([O:20][C:18]([NH:17][C@H:16]([C:15]([NH:14][C@@H:13]([C:12]([NH:11][CH2:10][C:9]([OH:42])=[O:8])=[O:41])[CH2:34][C:35]1[CH:36]=[CH:37][CH:38]=[CH:39][CH:40]=1)=[O:33])[CH2:25][C:26]1[CH:27]=[CH:28][C:29]([OH:32])=[CH:30][CH:31]=1)=[O:19])([CH3:24])([CH3:22])[CH3:23]. Reported procedure: 23.0 g (40 mmoles) of the protected tripeptide ester obtained in Step 2 above are dissolved in 40 ml of methanol, and the mixture is hydrogenated in the presence of palladium-on-carbon catalyst. At the end of the reaction the catalyst is filtered off, washed with methanol, the filtrate and the wash are combined and evaporated under reduced pressure. The residue is triturated with diethyl ether, the solid is filtered off, washed with diethyl ether and dried in a vacuum desiccator. 17.45 g (89.8%)... Starting materials: C1(=CC=CC=C1)C(C1=CC=CC=C1)=NC(C#N)CC1=CC=C(C=C1)F (2-(diphenylmethyleneamino)-3-(4-fluorophenyl)propanenitrile), Cl (HCl), aqueous solution, O (water). The solvent is C1CCOC1 (THF). Run at time 3 hour. Product: Cl.NC(C#N)CC1=CC=C(C=C1)F (2-Amino-3-(4-fluorophenyl)propanenitrile hydrochloride). The yield is 93.0%. As a reaction SMILES: C1(C(=[N:14][CH:15]([CH2:18][C:19]2[CH:24]=[CH:23][C:22]([F:25])=[CH:21][CH:20]=2)[C:16]#[N:17])C2C=CC=CC=2)C=CC=CC=1.[ClH:26].O>C1COCC1>[ClH:26].[NH2:14][CH:15]([CH2:18][C:19]1[CH:20]=[CH:21][C:22]([F:25])=[CH:23][CH:24]=1)[C:16]#[N:17] |f:4.5|. Procedure: To a solution of 2-(diphenylmethyleneamino)-3-(4-fluorophenyl)propanenitrile (1.65 g, 5.02 mmol, 1.0 equiv) in THF (20.1 mL) was added HCl (5.53 mL of a 1 M aqueous solution, 5.53 mmol, 1.1 equiv). After stirring 3 h, the reaction was poured into water and washed with ether (×3). The aqueous layer was neutralized by the addition of 10 M NaOH and extracted with CH2Cl2 (×3). The combined CH2Cl2 extracts were dried (Na2SO4) and then concentrated in vacuo to provide the title compound (0.77 g, 93% y... The reactants are CCOC(=O)c1c(CC)ncnc1NCCc1ccc(CCOS(C)(=O)=O)cc1, C[S-], CN(C)C=O, [Na+], O. Product: CCOC(=O)c1c(CC)ncnc1NCCc1ccc(CCSC)cc1. Reaction SMILES: [CH3:1][S:2]([O:3][CH2:6][CH2:7][c:8]1[cH:9][cH:10][c:11]([CH2:14][CH2:15][NH:16][c:17]2[n:18][cH:19][n:20][c:21]([CH2:28][CH3:29])[c:22]2[C:23](=[O:24])[O:25][CH2:26][CH3:27])[cH:12][cH:13]1)(=[O:4])=[O:5].[CH3:30][S-:31].[CH3:34][N:35]([CH3:36])[CH:37]=[O:38].[Na+:32].[OH2:33]>>[CH2:6]([CH2:7][c:8]1[cH:9][cH:10][c:11]([CH2:14][CH2:15][NH:16][c:17]2[n:18][cH:19][n:20][c:21]([CH2:28][CH3:29])[c:22]2[C:23](=[O:24])[O:25][CH2:26][CH3:27])[cH:12][cH:13]1)[S:31][CH3:30]. Starting materials: CN(C=O)C (N,N-dimethylformamide), C(=O)(O)[C@H](CCC1=CC=CC=C1)N[C@H]1CSC2=C(N(C1=O)CC(=O)OC(C)(C)C)C=CC=C2 (tert-butyl 3(R)-[1(S)-carboxy-3-phenylpropyl]amino-4-oxo-2,3,4,5-tetrahydro-1,5-benzothiazepine-5-acetate), C([O-])(O)=O.[Na+] (sodium bicarbonate), C(C1=CC=CC=C1)Br (benzyl bromide). The solvent is O (water). Reaction conditions: time 8 hour. The product is C(C1=CC=CC=C1)OC(=O)[C@H](CCC1=CC=CC=C1)N[C@H]1CSC2=C(N(C1=O)CC(=O)OC(C)(C)C)C=CC=C2 (tert-butyl 3(R)-[1(S)-benzyloxycarbonyl-3-phenylpropyl]amino-4-oxo-2,3,4,5-tetrahydro-1,5-benzothiazepine-5-acetate). Yield: 97.9%. RXN SMILES: CN(C)C=O.[C:6]([C@@H:9]([NH:18][C@@H:19]1[C:25](=[O:26])[N:24]([CH2:27][C:28]([O:30][C:31]([CH3:34])([CH3:33])[CH3:32])=[O:29])[C:23]2[CH:35]=[CH:36][CH:37]=[CH:38][C:22]=2[S:21][CH2:20]1)[CH2:10][CH2:11][C:12]1[CH:17]=[CH:16][CH:15]=[CH:14][CH:13]=1)([OH:8])=[O:7].C(=O)(O)[O-].[Na+].[CH2:44](Br)[C:45]1[CH:50]=[CH:49][CH:48]=[CH:47][CH:46]=1>O>[CH2:44]([O:7][C:6]([C@@H:9]([NH:18][C@@H:19]1[C:25](=[O:26])[N:24]([CH2:27][C:28]([O:30][C:31]([CH3:32])([CH3:33])[CH3:34])=[O:29])[C:23]2[CH:35]=[CH:36][CH:37]=[CH:38][C:22]=2[S:21][CH2:20]1)[CH2:10][CH2:11][C:12]1[CH:13]=[CH:14][CH:15]=[CH:16][CH:17]=1)=[O:8])[C:45]1[CH:50]=[CH:49][CH:48]=[CH:47][CH:46]=1 |f:2.3|. Procedure details: A mixture of 10 ml of N,N-dimethylformamide, 0.3 g of tert-butyl 3(R)-[1(S)-carboxy-3-phenylpropyl]amino-4-oxo-2,3,4,5-tetrahydro-1,5-benzothiazepine-5-acetate obtained in Example 43, 0.5 g of sodium bicarbonate and 0.15 g of benzyl bromide is stirred at room temperature overnight. The mixture is diluted with water (100 ml) and extracted with ethyl acetate (200 ml). The extract is washed successively with 0.1N hydrochloric acid and water, dried over anhydrous magnesium sulfate and concentrated u...